From a dataset of the Open Reaction Database (ORD), a public repository of structured organic reaction records. describe an organic reaction: reactants, conditions, products, and yield Starting materials: ClC1=CC(=C(/C=C/C(=O)OC)C=C1)NS(=O)(=O)C1=CC=CC=C1 (methyl trans-4-chloro-2-(penylsulfonylamino)cinnamate), Br.BrCC(=O)C1=NC=CC(=C1Cl)CC (2-bromoacetyl-3-chloro-4-ethylpyridine hydrobromide). Yields the product COC(CC1=C(NC2=CC(=CC=C12)Cl)C(=O)C1=NC=CC(=C1Cl)CC)=O (Methyl[6-chloro-2-(3-chloro-4-ethylpyridine-2-carbonyl)-1H-indol-3-yl]acetate). RXN SMILES: [Cl:1][C:2]1[CH:13]=[CH:12][C:5](/[CH:6]=[CH:7]/[C:8]([O:10][CH3:11])=[O:9])=[C:4]([NH:14]S(C2C=CC=CC=2)(=O)=O)[CH:3]=1.Br.Br[CH2:26][C:27]([C:29]1[C:34]([Cl:35])=[C:33]([CH2:36][CH3:37])[CH:32]=[CH:31][N:30]=1)=[O:28]>>[CH3:11][O:10][C:8](=[O:9])[CH2:7][C:6]1[C:5]2[C:4](=[CH:3][C:2]([Cl:1])=[CH:13][CH:12]=2)[NH:14][C:26]=1[C:27]([C:29]1[C:34]([Cl:35])=[C:33]([CH2:36][CH3:37])[CH:32]=[CH:31][N:30]=1)=[O:28] |f:1.2|. Procedure: The title compound was prepared according to the procedure described in Example 57 from methyl trans-4-chloro-2-(penylsulfonylamino)cinnamate (step 1 of Example 8, Method A) and 2-bromoacetyl-3-chloro-4-ethylpyridine hydrobromide*. Starting materials: O.ON1N=NC2=C1C=CC=C2 (1-hydroxybenzotriazole hydrate), C(#N)C1=C(C2C(NC1=O)SC=C2C2=CC=C(C=NOCC(=O)O)C=C2)O ([4-(5-Cyano-4-hydroxy-6-oxo-3a,6,7,7a-tetrahydro-thieno[2,3-b]pyridin-3-yl)-benzylideneaminooxy]-acetic acid), N1=C(C=CC=C1)CN (C-pyridin-2-yl-methylamine), C(C(CO)(CO)N)O (trisamine), C1(CCCCC1)N=C=NC1CCCCC1 (1,3-dicyclohexyl carbodiimide). Solvent: ClCCl.CN(C(C)=O)C (dichloromethane N,N-dimethylacetamide). Run at time 1 hour. Product: C(#N)C1=C(C2=C(NC1=O)SC=C2C2=CC=C(C=C2)\C=N\OCC(=O)NCC2=NC=CC=C2)O (2-[({(1E)-[4-(5-cyano-4-hydroxy-6-oxo-6,7-dihydrothieno[2,3-b]pyridin-3-yl)phenyl]methylene}amino)oxy]-N-(pyridin-2-ylmethyl)acetamide). RXN SMILES: [C:1]([C:3]1[C:8](=[O:9])[NH:7][CH:6]2[S:10][CH:11]=[C:12]([C:13]3[CH:25]=[CH:24][C:16]([CH:17]=[N:18][O:19][CH2:20][C:21]([OH:23])=O)=[CH:15][CH:14]=3)[CH:5]2[C:4]=1[OH:26])#[N:2].[N:27]1[CH:32]=[CH:31][CH:30]=[CH:29][C:28]=1[CH2:33][NH2:34].C1(N=C=NC2CCCCC2)CCCCC1.O.ON1C2C=CC=CC=2N=N1.C(O)C(N)(CO)CO>ClCCl.CN(C)C(=O)C>[C:1]([C:3]1[C:8](=[O:9])[NH:7][C:6]2[S:10][CH:11]=[C:12]([C:13]3[CH:14]=[CH:15][C:16](/[CH:17]=[N:18]/[O:19][CH2:20][C:21]([NH:34][CH2:33][C:28]4[CH:29]=[CH:30][CH:31]=[CH:32][N:27]=4)=[O:23])=[CH:24][CH:25]=3)[C:5]=2[C:4]=1[OH:26])#[N:2] |f:3.4,6.7|. Procedure: [4-(5-Cyano-4-hydroxy-6-oxo-3a,6,7,7a-tetrahydro-thieno[2,3-b]pyridin-3-yl)-benzylideneaminooxy]-acetic acid (0.035 g, 0.1 mmol) and C-pyridin-2-yl-methylamine (0.013 g, 0.12 mmol) were added to a suspension of resin bound 1,3-dicyclohexyl carbodiimide (0.166 g, 1.2 mmol/g, 0.2 mmol) and 1-hydroxybenzotriazole hydrate (0.013 g, 0.1 mmol) in 1:1 dichloromethane/N,N-dimethylacetamide (4 mL) at room temperature. After complete reaction, resin bound trisamine (4.7 mmol/g, 0.053 g, 0.25 mmol) was add... Reactants: C(C)(C)(C)OC(=O)N[C@H](CC1=CC=C(C=C1)O)C(=O)NCC(=O)N[C@H](C)C(=O)O (N-t-butoxycarbonyl-D-tyrosylglycyl-D-alanine), C(C1=CC=CC=C1)OC([C@@H](NC([C@@H](N)CC1=CC=CC=C1)=O)CC(C)C)=O (L-phenylalanyl-L-leucine benzyl ester), C(C1=CC=CC=C1)OC([C@H](NC([C@H](N)CC1=CC=CC=C1)=O)CC(C)C)=O (D-phenylalanyl-D-leucine benzyl ester), C(C)(C)(C)OC(=O)N[C@@H](CC1=CC=C(C=C1)O)C(=O)NCC(=O)N[C@@H](C)C(=O)O (N-t-butoxycarbonyl-L-tyrosylglycyl-L-alanine). Yields the product C(C1=CC=CC=C1)OC([C@H](NC([C@H](NC([C@H](NC(CNC([C@H](NC(=O)OC(C)(C)C)CC1=CC=C(C=C1)O)=O)=O)C)=O)CC1=CC=CC=C1)=O)CC(C)C)=O (N-t-butoxycarbonyl-D-tyrosylglycyl-D-alanyl-D-phenylalanyl-D-leucine benzyl ester). As a reaction SMILES: [C:1]([O:5][C:6]([NH:8][C@@H:9]([C:18]([NH:20][CH2:21][C:22]([NH:24][C@@H:25]([C:27](O)=[O:28])[CH3:26])=[O:23])=[O:19])[CH2:10][C:11]1[CH:16]=[CH:15][C:14]([OH:17])=[CH:13][CH:12]=1)=[O:7])([CH3:4])([CH3:3])[CH3:2].[CH2:30]([O:37][C:38](=[O:56])[C@@H:39]([CH2:52][CH:53]([CH3:55])[CH3:54])[NH:40][C:41](=[O:51])[C@@H:42]([CH2:44][C:45]1[CH:50]=[CH:49][CH:48]=[CH:47][CH:46]=1)[NH2:43])[C:31]1[CH:36]=[CH:35][CH:34]=[CH:33][CH:32]=1.C(OC(N[C@H](C(NCC(N[C@H](C(O)=O)C)=O)=O)CC1C=CC(O)=CC=1)=O)(C)(C)C.C(OC(=O)[C@H](CC(C)C)NC(=O)[C@H](CC1C=CC=CC=1)N)C1C=CC=CC=1>>[CH2:30]([O:37][C:38](=[O:56])[C@@H:39]([CH2:52][CH:53]([CH3:54])[CH3:55])[NH:40][C:41](=[O:51])[C@@H:42]([CH2:44][C:45]1[CH:50]=[CH:49][CH:48]=[CH:47][CH:46]=1)[NH:43][C:27](=[O:28])[C@@H:25]([CH3:26])[NH:24][C:22](=[O:23])[CH2:21][NH:20][C:18](=[O:19])[C@@H:9]([CH2:10][C:11]1[CH:12]=[CH:13][C:14]([OH:17])=[CH:15][CH:16]=1)[NH:8][C:6]([O:5][C:1]([CH3:3])([CH3:4])[CH3:2])=[O:7])[C:31]1[CH:32]=[CH:33][CH:34]=[CH:35][CH:36]=1. Procedure details: When equivalent quantities of N-t-butoxycarbonyl-D-tyrosylglycyl-D-alanine and D-phenylalanyl-D-leucine benzyl ester are substituted for the N-t-butoxycarbonyl-L-tyrosylglycyl-L-alanine and L-phenylalanyl-L-leucine benzyl ester, respectively in Example 12 and the procedure detailed therein substantially repeated, there is obtained N-t-butoxycarbonyl-D-tyrosylglycyl-D-alanyl-D-phenylalanyl-D-leucine benzyl ester. Reactants: Cl (hydrochloric acid), O=C1CSCO1 (5-oxo-1,3-oxathiolane), ClC(=O)OCC1=CC=C(C=C1)OC (p-methoxybenzyl chloroformate), C(C)(C)[N-]C(C)C.[Li+] (lithium diisopropylamide), C(C)(C)NC(C)C (diisopropylamine), C(CCC)[Li] (n-butyllithium). The solvent is O1CCCC1 (tetrahydrofuran). Conditions: temperature -70 celsius, time 30 minute. Yields the product COC1=CC=C(COC(=O)C2SCOC2=O)C=C1 (5-oxo-1,3-oxathiolane-4-carboxylic acid p-methoxybenzyl ester). As a reaction SMILES: C([N-]C(C)C)(C)C.[Li+].C(NC(C)C)(C)C.C([Li])CCC.[O:21]=[C:22]1[O:26][CH2:25][S:24][CH2:23]1.Cl[C:28]([O:30][CH2:31][C:32]1[CH:37]=[CH:36][C:35]([O:38][CH3:39])=[CH:34][CH:33]=1)=[O:29].Cl>O1CCCC1>[CH3:39][O:38][C:35]1[CH:36]=[CH:37][C:32]([CH2:31][O:30][C:28]([CH:23]2[C:22](=[O:21])[O:26][CH2:25][S:24]2)=[O:29])=[CH:33][CH:34]=1 |f:0.1|. Procedure: A solution of lithium diisopropylamide prepared from diisopropylamine (3.1 ml), n-butyllithium (14 ml as 1.6M hexane solution) and tetrahydrofuran (40 ml) is cooled at -70° C., mixed with 5-oxo-1,3-oxathiolane (1.04 g) and p-methoxybenzyl chloroformate. After 30 minutes, the mixture is acidified with hydrochloric acid, concentrated, and extracted with ethyl acetate. The extract is washed with water, dried, and concentrated to give 5-oxo-1,3-oxathiolane-4-carboxylic acid p-methoxybenzyl ester (26... Reactants: O=C([O-])[O-], CC(C)CC(C(=O)Nc1ccn(C)n1)n1ncc(On2nnc3ccccc32)cc1=O, CC#N, [Cl-], [Cs+], [Cs+], [NH4+], Oc1cccc2[nH]ccc12. Yields the product CC(C)CC(C(=O)Nc1ccn(C)n1)n1ncc(Oc2cccc3[nH]ccc23)cc1=O. As a reaction SMILES: [C:32](=[O:33])([O-:34])[O-:35].[CH3:1][n:2]1[n:3][c:4]([NH:7][C:8]([CH:9]([CH2:10][CH:11]([CH3:12])[CH3:13])[n:14]2[n:15][cH:16][c:17]([O:21][n:22]3[c:23]4[cH:24][cH:25][cH:26][cH:27][c:28]4[n:29][n:30]3)[cH:18][c:19]2=[O:20])=[O:31])[cH:5][cH:6]1.[CH3:50][C:51]#[N:52].[Cl-:48].[Cs+:36].[Cs+:37].[NH4+:49].[nH:38]1[cH:39][cH:40][c:41]2[c:42]([OH:47])[cH:43][cH:44][cH:45][c:46]12>>[CH3:1][n:2]1[n:3][c:4]([NH:7][C:8]([CH:9]([CH2:10][CH:11]([CH3:12])[CH3:13])[n:14]2[n:15][cH:16][c:17]([O:21][c:42]3[c:41]4[cH:40][cH:39][nH:38][c:46]4[cH:45][cH:44][cH:43]3)[cH:18][c:19]2=[O:20])=[O:31])[cH:5][cH:6]1.